This data is from the Open Reaction Database (ORD), a public repository of structured organic reaction records. The task is: describe an organic reaction: reactants, conditions, products, and yield Starting materials: CCC(C)(C)C(=O)Cl, CCOC(C)=O, ClCCCl, O, CCOC(=O)c1cccc(NC(=O)NC2CNc3ccc(C)cc3N(CC(=O)c3ccccc3C)C2=O)c1, c1ccncc1. Yields the product CCOC(=O)c1cccc(NC(=O)NC2CN(C(=O)C(C)(C)CC)c3ccc(C)cc3N(CC(=O)c3ccccc3C)C2=O)c1. Reaction SMILES: [CH3:39][C:40]([C:41](=[O:42])[Cl:43])([CH2:44][CH3:45])[CH3:46].[CH3:58][CH2:59][O:60][C:61](=[O:62])[CH3:63].[Cl:54][CH2:55][CH2:56][Cl:57].[OH2:53].[c:1]1([CH3:38])[c:2]([C:7](=[O:8])[CH2:9][N:10]2[C:11](=[O:37])[CH:12]([NH:22][C:23](=[O:24])[NH:25][c:26]3[cH:27][c:28]([C:32](=[O:33])[O:34][CH2:35][CH3:36])[cH:29][cH:30][cH:31]3)[CH2:13][NH:14][c:15]3[c:16]2[cH:17][c:18]([CH3:21])[cH:19][cH:20]3)[cH:3][cH:4][cH:5][cH:6]1.[cH:47]1[cH:48][cH:49][n:50][cH:51][cH:52]1>>[c:1]1([CH3:38])[c:2]([C:7](=[O:8])[CH2:9][N:10]2[C:11](=[O:37])[CH:12]([NH:22][C:23](=[O:24])[NH:25][c:26]3[cH:27][c:28]([C:32](=[O:33])[O:34][CH2:35][CH3:36])[cH:29][cH:30][cH:31]3)[CH2:13][N:14]([C:41]([C:40]([CH3:39])([CH2:44][CH3:45])[CH3:46])=[O:42])[c:15]3[c:16]2[cH:17][c:18]([CH3:21])[cH:19][cH:20]3)[cH:3][cH:4][cH:5][cH:6]1.